From a dataset of the Open Reaction Database (ORD), a public repository of structured organic reaction records. describe an organic reaction: reactants, conditions, products, and yield Starting materials: COC(=O)C(CC1CCCCCC1)c1ccc(S(C)(=O)=O)cc1, CCO, [Na+], [OH-]. Yields the product CS(=O)(=O)c1ccc(C(CC2CCCCCC2)C(=O)O)cc1. RXN SMILES: [CH3:1][O:2][C:3]([CH:4]([CH2:5][CH:6]1[CH2:7][CH2:8][CH2:9][CH2:10][CH2:11][CH2:12]1)[c:13]1[cH:14][cH:15][c:16]([S:19](=[O:20])(=[O:21])[CH3:22])[cH:17][cH:18]1)=[O:23].[CH3:26][CH2:27][OH:28].[Na+:25].[OH-:24]>>[O:2]=[C:3]([CH:4]([CH2:5][CH:6]1[CH2:7][CH2:8][CH2:9][CH2:10][CH2:11][CH2:12]1)[c:13]1[cH:14][cH:15][c:16]([S:19](=[O:20])(=[O:21])[CH3:22])[cH:17][cH:18]1)[OH:23]. Starting materials: O=C([O-])[O-], O=C(c1cc2nccc(Cl)c2s1)N1CCC(O)C1, [Cs+], [Cs+], Cc1c(C(=O)NCCCO)c2ccc(O)cc2n1C. Yields the product Cc1c(C(=O)NCCCO)c2ccc(Oc3ccnc4cc(C(=O)N5CCC(O)C5)sc34)cc2n1C. Reaction SMILES: [C:38](=[O:39])([O-:40])[O-:41].[Cl:1][c:2]1[c:3]2[c:4]([n:5][cH:6][cH:7]1)[cH:8][c:9]([C:11](=[O:12])[N:13]1[CH2:14][CH:15]([OH:18])[CH2:16][CH2:17]1)[s:10]2.[Cs+:42].[Cs+:43].[OH:19][CH2:20][CH2:21][CH2:22][NH:23][C:24](=[O:25])[c:26]1[c:27]([CH3:37])[n:28]([CH3:36])[c:29]2[cH:30][c:31]([OH:35])[cH:32][cH:33][c:34]12>>[c:2]1([O:35][c:31]2[cH:30][c:29]3[n:28]([CH3:36])[c:27]([CH3:37])[c:26]([C:24]([NH:23][CH2:22][CH2:21][CH2:20][OH:19])=[O:25])[c:34]3[cH:33][cH:32]2)[c:3]2[c:4]([n:5][cH:6][cH:7]1)[cH:8][c:9]([C:11](=[O:12])[N:13]1[CH2:14][CH:15]([OH:18])[CH2:16][CH2:17]1)[s:10]2. The reactants are [BH4-].[Na+] (sodium borohydride), C(CCC)C=1N(C(=C(N1)Cl)C=O)CC1=CC=C(C=C1)C(C(=O)OC(C)(C)C)C1CCCC1 (tert-Butyl 2-[4-(2-butyl-4-chloro-5-formyl-imidazol-1-yl-methyl)phenyl]-2-cyclopentyl-acetate), Cl (HCl). Solvent: CCO (EtOH). Reaction conditions: temperature 25 celsius, time 1 hour. Yields the product C(CCC)C=1N(C(=C(N1)Cl)CO)CC1=CC=C(C=C1)C(C(=O)OC(C)(C)C)C1CCCC1 (tert-Butyl 2-[4-(2-butyl-4-chloro-5-hydroxymethyl-imidazol-1-yl-methyl)phenyl]-2-cyclopentylacetate). As a reaction SMILES: [BH4-].[Na+].[CH2:3]([C:7]1[N:8]([CH2:15][C:16]2[CH:21]=[CH:20][C:19]([CH:22]([CH:30]3[CH2:34][CH2:33][CH2:32][CH2:31]3)[C:23]([O:25][C:26]([CH3:29])([CH3:28])[CH3:27])=[O:24])=[CH:18][CH:17]=2)[C:9]([CH:13]=[O:14])=[C:10]([Cl:12])[N:11]=1)[CH2:4][CH2:5][CH3:6].Cl>CCO>[CH2:3]([C:7]1[N:8]([CH2:15][C:16]2[CH:17]=[CH:18][C:19]([CH:22]([CH:30]3[CH2:31][CH2:32][CH2:33][CH2:34]3)[C:23]([O:25][C:26]([CH3:29])([CH3:28])[CH3:27])=[O:24])=[CH:20][CH:21]=2)[C:9]([CH2:13][OH:14])=[C:10]([Cl:12])[N:11]=1)[CH2:4][CH2:5][CH3:6] |f:0.1|. Procedure: 265 mg (7 mmol) of sodium borohydride are added to 3.2 g (7 mmol) of the compound from Example I in 30 ml of EtOH and the mixture is stirred at 25° C. for 1 h. After addition of dilute HCl (pH 6), the mixture is extracted three times with CH2Cl2, the organic phase is dried over Na2SO4 and concentrated, and the residue is chromatographed on silica gel 60 using petroleum ether/ethyl acetate (1:1). Starting materials: N1(CCC1)C(=O)[C@H]1CN(C[C@H](C1)N(CC(C)C)C(=O)C1=NC2=C(N1CCCCOC)C=CC=C2)C(=O)OC(C)(C)C (tert-butyl (3R,5S)-3-(azetidin-1-ylcarbonyl)-5-[{[1-(4-methoxybutyl)-1H-benzimidazol-2-yl]carbonyl}(2-methylpropyl)amino]piperidine-1-carboxylate), C(=O)(C(F)(F)F)O (TFA). Run in ClCCCl (1,2-dichloroethane). Conditions: time 1 hour. The product is N1(CCC1)C(=O)[C@@H]1C[C@@H](CNC1)N(C(=O)C1=NC2=C(N1CCCCOC)C=CC=C2)CC(C)C (N-[(3S,5R)-5-(azetidin-1-ylcarbonyl)piperidin-3-yl]-1-(4-methoxybutyl)-N-(2-methylpropyl)-1H-benzimidazole-2-carboxamide). Yield: 52.7%. As a reaction SMILES: [N:1]1([C:5]([C@@H:7]2[CH2:12][C@H:11]([N:13]([C:18]([C:20]3[N:24]([CH2:25][CH2:26][CH2:27][CH2:28][O:29][CH3:30])[C:23]4[CH:31]=[CH:32][CH:33]=[CH:34][C:22]=4[N:21]=3)=[O:19])[CH2:14][CH:15]([CH3:17])[CH3:16])[CH2:10][N:9](C(OC(C)(C)C)=O)[CH2:8]2)=[O:6])[CH2:4][CH2:3][CH2:2]1.C(O)(C(F)(F)F)=O>ClCCCl>[N:1]1([C:5]([C@H:7]2[CH2:8][NH:9][CH2:10][C@@H:11]([N:13]([CH2:14][CH:15]([CH3:17])[CH3:16])[C:18]([C:20]3[N:24]([CH2:25][CH2:26][CH2:27][CH2:28][O:29][CH3:30])[C:23]4[CH:31]=[CH:32][CH:33]=[CH:34][C:22]=4[N:21]=3)=[O:19])[CH2:12]2)=[O:6])[CH2:2][CH2:3][CH2:4]1. Reported procedure: To tert-butyl (3R,5S)-3-(azetidin-1-ylcarbonyl)-5-[{[1-(4-methoxybutyl)-1H-benzimidazol-2-yl]carbonyl}(2-methylpropyl)amino]piperidine-1-carboxylate (230 mg) in 1,2-dichloroethane (3 ml) was added TFA (3 ml) and the mixture was stirred at room temperature for 1 hr. The solvent was evaporated under reduced pressure, and the residue was dissolved in ethyl acetate-water, and neutralized with saturated aqueous sodium hydrogen carbonate. The organic layer was dried over anhydrous sodium sulfate and t... The reactants are C1CCOC1, CCOC(=O)N=NC(=O)OCC, COC1=C(OC)C(=O)C2=C(CCC(CCO)CC2)C1=O, Oc1ccccc1, c1ccc(P(c2ccccc2)c2ccccc2)cc1. The product is COC1=C(OC)C(=O)C2=C(CCC(CCOc3ccccc3)CC2)C1=O. As a reaction SMILES: [CH2:59]1[O:60][CH2:61][CH2:62][CH2:63]1.[O:47]=[C:48]([O:49][CH2:50][CH3:51])[N:52]=[N:53][C:54]([O:55][CH2:56][CH3:57])=[O:58].[OH:1][CH2:2][CH2:3][CH:4]1[CH2:5][CH2:6][C:7]2=[C:8]([CH2:9][CH2:10]1)[C:11](=[O:20])[C:12]([O:18][CH3:19])=[C:13]([O:16][CH3:17])[C:14]2=[O:15].[OH:21][c:22]1[cH:23][cH:24][cH:25][cH:26][cH:27]1.[c:28]1([P:29]([c:30]2[cH:31][cH:32][cH:33][cH:34][cH:35]2)[c:36]2[cH:37][cH:38][cH:39][cH:40][cH:41]2)[cH:42][cH:43][cH:44][cH:45][cH:46]1>>[O:1]([CH2:2][CH2:3][CH:4]1[CH2:5][CH2:6][C:7]2=[C:8]([CH2:9][CH2:10]1)[C:11](=[O:20])[C:12]([O:18][CH3:19])=[C:13]([O:16][CH3:17])[C:14]2=[O:15])[c:22]1[cH:23][cH:24][cH:25][cH:26][cH:27]1. The reactants are C(C)[Mg]Cl (ethyl magnesium chloride), B(F)(F)F.CCOCC (boron trifluoride etherate), COC(=O)[C@H]1N(C(CC1)OC(C)=O)C(=O)OC(C)(C)C ((S)-5-acetoxy-pyrrolidine-1,2-dicarboxylic acid 1-tert-butyl ester 2-methyl ester). Run in CCOCC (Et2O), CCOCC (Et2O). Run at temperature -40 celsius, time 45 minute. Product: COC(=O)[C@H]1N([C@@H](CC1)CC)C(=O)OC(C)(C)C ((2S,5R)-5-Ethyl-pyrrolidine-1,2-dicarboxylic acid 1-tert-butyl ester 2-methyl ester). RXN SMILES: [CH2:1]([Mg]Cl)[CH3:2].B(F)(F)F.CCOCC.[CH3:14][O:15][C:16]([C@@H:18]1[CH2:22][CH2:21][CH:20](OC(=O)C)[N:19]1[C:27]([O:29][C:30]([CH3:33])([CH3:32])[CH3:31])=[O:28])=[O:17]>CCOCC>[CH3:14][O:15][C:16]([C@@H:18]1[CH2:22][CH2:21][C@@H:20]([CH2:1][CH3:2])[N:19]1[C:27]([O:29][C:30]([CH3:31])([CH3:32])[CH3:33])=[O:28])=[O:17] |f:1.2|. Reported procedure: To a stirred suspension of copper bromide-dimethylsulfide complex (2.15 g, 10.4 mmol) in dry Et2O (40 mL), cooled to −40° C., was added dropwise ethyl magnesium chloride (2M in Et2O; 5.22 mL, 10.4 mmol; Aldrich 300330) under an argon atmosphere. After stirring for 45 min, the mixture was cooled to −78° C., followed by dropwise addition of boron trifluoride etherate (1.32 mL, 10.4 mmol) and stirring for 15 min. Then, a solution of (S)-5-acetoxy-pyrrolidine-1,2-dicarboxylic acid 1-tert-butyl ester...